describe an organic reaction: reactants, conditions, products, and yield From a dataset of the Open Reaction Database (ORD), a public repository of structured organic reaction records. Starting materials: BrC=1C(=C(CC2=C(C(=CC(=C2)F)CC2=C(C(=CC(=C2)Cl)Br)O)O)C=C(C1)Cl)O (2,6-bis(3-bromo-5-chloro-2-hydroxybenzyl)-4-fluorophenol), C([O-])([O-])=O.[K+].[K+] (potassium carbonate), S(=O)(=O)(OC)OC (dimethyl sulphate), CC(=O)C (acetone). The product is BrC=1C(=C(CC2=C(C(=CC(=C2)F)CC2=C(C(=CC(=C2)Cl)Br)OC)OC)C=C(C1)Cl)OC (2,6-Bis(3-bromo-5-chloro-2-methoxybenzyl)-4-fluoroanisole). RXN SMILES: [Br:1][C:2]1[C:3]([OH:28])=[C:4]([CH:24]=[C:25]([Cl:27])[CH:26]=1)[CH2:5][C:6]1[CH:11]=[C:10]([F:12])[CH:9]=[C:8]([CH2:13][C:14]2[CH:19]=[C:18]([Cl:20])[CH:17]=[C:16]([Br:21])[C:15]=2O)[C:7]=1O.[C:29](=[O:32])([O-])[O-].[K+].[K+].S([O:40][CH3:41])(OC)(=O)=O.[CH3:42]C(C)=O>>[Br:21][C:16]1[C:15]([O:32][CH3:29])=[C:14]([CH:19]=[C:18]([Cl:20])[CH:17]=1)[CH2:13][C:8]1[CH:9]=[C:10]([F:12])[CH:11]=[C:6]([CH2:5][C:4]2[CH:24]=[C:25]([Cl:27])[CH:26]=[C:2]([Br:1])[C:3]=2[O:28][CH3:42])[C:7]=1[O:40][CH3:41] |f:1.2.3|. Reported procedure: A mixture of 2,6-bis(3-bromo-5-chloro-2-hydroxybenzyl)-4-fluorophenol (10 g), potassium carbonate (10 g) and dimethyl sulphate (7 g) in acetone (250 ml) was heated under reflux for 12 hr. The title compound was isolated and purified by column chromatography; m.p. c. 75°.